Dataset: the Open Reaction Database (ORD), a public repository of structured organic reaction records. Task: describe an organic reaction: reactants, conditions, products, and yield Starting materials: anti-indoleacetic acid, N1C=C(C2=CC=CC=C12)CCCC(=O)O (Indole-3-butyric acid), N1C=C(C)C2=CC=CC=C12 (skatole). Run at time 3 hour. Product: N1C(=CC2=CC=CC=C12)CCCC(=O)O (Indolebutyric Acid). Reaction SMILES: N1C2C(=CC=CC=2)C([CH2:10][CH2:11][CH2:12][C:13]([OH:15])=[O:14])=C1.[NH:16]1[C:25]2[C:20](=[CH:21][CH:22]=[CH:23][CH:24]=2)[C:18](C)=[CH:17]1>>[NH:16]1[C:25]2[C:20](=[CH:21][CH:22]=[CH:23][CH:24]=2)[CH:18]=[C:17]1[CH2:10][CH2:11][CH2:12][C:13]([OH:15])=[O:14]. Procedure: Microtiter plates (Nunc, Sweden) coated with anti-indoleacetic acid polyclonal antibodies (described above) were used. A mixture of 100 μl of the enzyme conjugate (Indole-3-butyric acid-AP conjugate, prepared as described above, and diluted 1:10,000 in TBS) and 100 μl of skatole solution (either in TBS or in 10% porcine serum solution) of a number of dilutions was added to wells in duplicate. The mixture was incubated for 3 hrs. at 4° C. and then washed with saline-Tween solution 3 times (200 μl... The reactants are C1(=CC=CC=C1)N1CCNCC1 (N-phenylpiperazine), Cl(=O)(=O)(=O)[O-].CSC1=[S+]C=CS1 (2-methylthio-1,3-dithiolium perchlorate). Product: Cl(=O)(=O)(=O)[O-].S1C(SC=C1)=[N+]1CCN(CC1)C1=CC=CC=C1 (1-(1,3-dithiol-2-ylidene)-4-phenylpiperazinium perchlorate). Yield: 74.0%. As a reaction SMILES: [C:1]1([N:7]2[CH2:12][CH2:11][NH:10][CH2:9][CH2:8]2)[CH:6]=[CH:5][CH:4]=[CH:3][CH:2]=1.[Cl:13]([O-:17])(=[O:16])(=[O:15])=[O:14].CS[C:20]1[S:24][CH:23]=[CH:22][S+:21]=1>>[Cl:13]([O-:17])(=[O:16])(=[O:15])=[O:14].[S:21]1[CH:22]=[CH:23][S:24][C:20]1=[N+:10]1[CH2:11][CH2:12][N:7]([C:1]2[CH:6]=[CH:5][CH:4]=[CH:3][CH:2]=2)[CH2:8][CH2:9]1 |f:1.2,3.4|. Reported procedure: 2.0 g of N-phenylpiperazine and 2.5 g of 2-methylthio-1,3-dithiolium perchlorate were treated in the same manner as in Example 26, and the product was recrystallized from acetone-ethyl ether, whereby 2.7 g (yield: 74.3%) of 1-(1,3-dithiol-2-ylidene)-4-phenylpiperazinium perchlorate (Compound No. 32) was obtained as crystals having a melting point of from 197° to 199° C. The reactants are FC(F)(F)[Si](C)(C)C ((Trifluoromethyl)trimethylsilane), CC=1N=CSC1C(=O)C1=C(N=CS1)C (bis(4-methyl-5-thiazolyl) ketone), CC1=CC=C(C=C1)COC(=O)NNC(=O)C2=NC=CN=C2 (pH10), [OH-].[K+] (potassium hydroxide), Cl (hydrochloric acid), [F-].C(CCC)[N+](CCCC)(CCCC)CCCC (tetrabutylammonium fluoride). Solvent: O1CCCC1 (tetrahydrofuran). Reaction conditions: time 1 hour. Product: CC=1N=CSC1C(C(F)(F)F)(O)C1=C(N=CS1)C (1,1-Bis(4-methyl-5-thiazolyl)-2,2,2-trifluoroethanol). RXN SMILES: [F:1][C:2]([Si](C)(C)C)([F:4])[F:3].[CH3:9][C:10]1[N:11]=[CH:12][S:13][C:14]=1[C:15]([C:17]1[S:21][CH:20]=[N:19][C:18]=1[CH3:22])=[O:16].[F-].C([N+](CCCC)(CCCC)CCCC)CCC.Cl.CC1C=CC(COC(NNC(C2C=NC=CN=2)=O)=O)=CC=1.[OH-].[K+]>O1CCCC1>[CH3:22][C:18]1[N:19]=[CH:20][S:21][C:17]=1[C:15]([C:14]1[S:13][CH:12]=[N:11][C:10]=1[CH3:9])([OH:16])[C:2]([F:4])([F:3])[F:1] |f:2.3,6.7|. Procedure: (Trifluoromethyl)trimethylsilane (494 μl) was added to a stirred solution of bis(4-methyl-5-thiazolyl) ketone (500 mg) in anhydrous tetrahydrofuran (20 ml) at room temperature. After 1 hour, tetrabutylammonium fluoride (300 mg) was added. The mixture was stirred for 2 hours and then 3M hydrochloric acid was added. After 10 minutes the reaction mixture was adjusted to pH10 by the addition of 5M potassium hydroxide. The organic phase was separated and then worked-up in the usual manner to give the... Reactants: [OH-].[Na+] (sodium hydroxide), O (water), FC(C(=O)O)(F)F (trifluoroacetic acid), C(C)(C)(C)OC(=O)N1C(OC[C@@H]1CCC1=CC=C(C=C1)N(C)C(C1=CC=C(C=C1)Cl)=O)(C)C ((S)-4-(2-{4-[(4-Chloro-benzoyl)-methyl-amino]-phenyl}-ethyl)-2,2-dimethyl-oxazolidine-3-carboxylic acid tert-butyl ester). The solvent is C(C)#N (acetonitrile), C(C)(=O)OCC (ethyl acetate). Conditions: temperature 80 celsius, time 3 hour. Product: N[C@@H](CCC1=CC=C(C=C1)N(C(C1=CC=C(C=C1)Cl)=O)C)CO (N-[4-((S)-3-amino-4-hydroxy-butyl)-phenyl]-4-chloro-N-methyl-benzamide). Isolated yield 122.7%. As a reaction SMILES: C(OC([N:8]1[C@@H:12]([CH2:13][CH2:14][C:15]2[CH:20]=[CH:19][C:18]([N:21]([C:23](=[O:31])[C:24]3[CH:29]=[CH:28][C:27]([Cl:30])=[CH:26][CH:25]=3)[CH3:22])=[CH:17][CH:16]=2)[CH2:11][O:10]C1(C)C)=O)(C)(C)C.O.FC(F)(F)C(O)=O.[OH-].[Na+]>C(#N)C.C(OCC)(=O)C>[NH2:8][C@H:12]([CH2:11][OH:10])[CH2:13][CH2:14][C:15]1[CH:16]=[CH:17][C:18]([N:21]([CH3:22])[C:23](=[O:31])[C:24]2[CH:29]=[CH:28][C:27]([Cl:30])=[CH:26][CH:25]=2)=[CH:19][CH:20]=1 |f:3.4|. Procedure: (S)-4-(2-{4-[(4-Chloro-benzoyl)-methyl-amino]-phenyl}-ethyl)-2,2-dimethyl-oxazolidine-3-carboxylic acid tert-butyl ester (110 mg) was dissolved in acetonitrile (1 ml) and water (2 ml) at room temperature before addition of trifluoroacetic acid (140 μl). The reaction mixture was heated to 80° C. and then stirred for 3 hours. After cooling to room temperature, ethyl acetate (4 ml) was added and the solution basified to pH 14 by addition of 2M aqueous sodium hydroxide. The mixture was stirred for 5... Starting materials: NC(CC(C(=O)OCC)C)C1=C(C=CC=C1OC)OC (ethyl 4-amino-4-(2,6-dimethoxyphenyl)-2-methylbutanoate), CC1=CN=C(S1)C=1C=C(C=O)C=CN1 (2-(5-methylthiazol-2-yl)isonicotinaldehyde). The product is COC1=C(C(=CC=C1)OC)C1CC(C(N1CC1=CC(=NC=C1)C=1SC(=CN1)C)=O)C (5-(2,6-dimethoxyphenyl)-3-methyl-1-((2-(5-methylthiazol-2-yl)pyridin-4-yl)methyl)pyrrolidin-2-one). As a reaction SMILES: [NH2:1][CH:2]([C:11]1[C:16]([O:17][CH3:18])=[CH:15][CH:14]=[CH:13][C:12]=1[O:19][CH3:20])[CH2:3][CH:4]([CH3:10])[C:5]([O:7]CC)=O.[CH3:21][C:22]1[S:26][C:25]([C:27]2[CH:28]=[C:29]([CH:32]=[CH:33][N:34]=2)[CH:30]=O)=[N:24][CH:23]=1>>[CH3:18][O:17][C:16]1[CH:15]=[CH:14][CH:13]=[C:12]([O:19][CH3:20])[C:11]=1[CH:2]1[N:1]([CH2:30][C:29]2[CH:32]=[CH:33][N:34]=[C:27]([C:25]3[S:26][C:22]([CH3:21])=[CH:23][N:24]=3)[CH:28]=2)[C:5](=[O:7])[CH:4]([CH3:10])[CH2:3]1. Procedure: Prepared according to the described general procedure 2 (GP2) by reaction of ethyl 4-amino-4-(2,6-dimethoxyphenyl)-2-methylbutanoate with synthesized 2-(5-methylthiazol-2-yl)isonicotinaldehyde. Subsequent purification by preparative HPLC afforded the target compound. LC-MS (conditions A): tR=0.82 min.; [M+H]+: 424.03 g/mol. Starting materials: N=1C=CN2C1C=C(C=C2)CNC(=O)C=2SC(=CC2)C2CCNCC2 (N-(imidazo[1,2-a]pyridin-7-ylmethyl)-5-(piperidin-4-yl)thiophene-2-carboxamide), CN1CCOCC1 (N-methylmorpholine), C(C)(C)OC(=O)Cl (isopropylchloroformate), C(C)(C)OC(=O)Cl (isopropylchloroformate). The solvent is ClCCl (dichloromethane). The product is CC(C)OC(=O)N1CCC(CC1)C=1SC(=CC1)C(NCC1=CC=2N(C=C1)C=CN2)=O (propan-2-yl-4-{5-[(imidazo[1,2-a]pyridin-7-ylmethyl)carbamoyl]thiophen-2-yl}piperidine-1-carboxylate). RXN SMILES: [N:1]1[CH:2]=[CH:3][N:4]2[CH:9]=[CH:8][C:7]([CH2:10][NH:11][C:12]([C:14]3[S:15][C:16]([CH:19]4[CH2:24][CH2:23][NH:22][CH2:21][CH2:20]4)=[CH:17][CH:18]=3)=[O:13])=[CH:6][C:5]=12.CN1CCOCC1.[CH:32]([O:35][C:36](Cl)=[O:37])([CH3:34])[CH3:33]>ClCCl>[CH3:33][CH:32]([O:35][C:36]([N:22]1[CH2:23][CH2:24][CH:19]([C:16]2[S:15][C:14]([C:12](=[O:13])[NH:11][CH2:10][C:7]3[CH:8]=[CH:9][N:4]4[CH:3]=[CH:2][N:1]=[C:5]4[CH:6]=3)=[CH:18][CH:17]=2)[CH2:20][CH2:21]1)=[O:37])[CH3:34]. Procedure: To a suspension N-(imidazo[1,2-a]pyridin-7-ylmethyl)-5-(piperidin-4-yl)thiophene-2-carboxamide (0.103 g, 0.249 mmol) in dichloromethane (2 ml) was added N-methylmorpholine (0.110 ml, 0.997 mmol) followed by isopropylchloroformate (0.374 ml, 0.374 mmol). A second portion of isopropylchloroformate (0.4 ml) was added and after 1 hour the mixture was directly purified by normal phase chromatography to give the title compound. 1H NMR (500 MHz, DMSO-d6) δ ppm 9.05 (t, J=6.0 Hz, 1H), 8.51 (d, J=7.0 Hz,...